From a dataset of the Open Reaction Database (ORD), a public repository of structured organic reaction records. describe an organic reaction: reactants, conditions, products, and yield Starting materials: BrCC(=O)C1=CC=C(C=2N=C(SC21)NC(O)=O)OC ((7-bromoacetyl-4-methoxy-benzothiazol-2-yl)-carbamic acid), C(C)(C)(C)OC(=O)NC(=N)N (tert-butoxycarbonylguanidine). The solvent is C(C)#N (acetonitril). Yields the product C(C)(C)(C)OC(=O)NC=1NC=C(N1)C1=CC=C(C=2N=C(SC21)NC(O)=O)OC ([7-(2-tert-Butoxycarbonylamino-1H-imidazol-4-yl)-4-methoxy-benzothiazol-2-yl]-carbamic acid). Isolated yield 17.0%. As a reaction SMILES: Br[CH2:2][C:3]([C:5]1[C:13]2[S:12][C:11]([NH:14][C:15](=[O:17])[OH:16])=[N:10][C:9]=2[C:8]([O:18][CH3:19])=[CH:7][CH:6]=1)=O.[C:20]([O:24][C:25]([NH:27][C:28]([NH2:30])=[NH:29])=[O:26])([CH3:23])([CH3:22])[CH3:21]>C(#N)C>[C:20]([O:24][C:25]([NH:27][C:28]1[NH:29][CH:2]=[C:3]([C:5]2[C:13]3[S:12][C:11]([NH:14][C:15](=[O:17])[OH:16])=[N:10][C:9]=3[C:8]([O:18][CH3:19])=[CH:7][CH:6]=2)[N:30]=1)=[O:26])([CH3:23])([CH3:21])[CH3:22]. Reported procedure: 0.25 g of (7-bromoacetyl-4-methoxy-benzothiazol-2-yl)-carbamic acid methyll ester (0.0007 Mol) and 0.33 g of tert-butoxycarbonylguanidine (0.0021 Mol) were heated to reflux in acetonitril (3 ml) for 3 hrs. After evaporation of the solvent the residue was triturated with water (10 ml) and filtered. The filtrate was evaporated and the residue subjected to column chromatography (silicagel, ethyl-acetate/hexanes 1:1) to yield the title compound as a white solid (17%); F.p.: 255-265° C. Starting materials: C(C)(C)O (isopropanol), C(C(=O)Cl)(=O)Cl (oxalyl chloride), CN(C=O)C (N,N-dimethylformamide), CN(C=O)C (N,N-Dimethylformamide), C(C(=O)Cl)(=O)Cl (oxalyl chloride), ClC1=CC(=NC=C1)C(=O)O (4-chloropicolinic acid). The solvent is C([O-])(O)=O.[Na+] (sodium bicarbonate), C([O-])(O)=O.[Na+] (sodium bicarbonate), O (water), ClCCl (dichloromethane). Run at time 1 hour. Product: C(C)(C)OC(C1=NC=CC(=C1)Cl)=O (4-chloropicolinic acid isopropyl ester). Isolated yield 87.0%. As a reaction SMILES: CN(C)C=O.C(Cl)(=O)C(Cl)=O.[Cl:12][C:13]1[CH:18]=[CH:17][N:16]=[C:15]([C:19]([OH:21])=[O:20])[CH:14]=1.[CH:22](O)([CH3:24])[CH3:23]>ClCCl.C(=O)(O)[O-].[Na+].O>[CH:22]([O:20][C:19](=[O:21])[C:15]1[CH:14]=[C:13]([Cl:12])[CH:18]=[CH:17][N:16]=1)([CH3:24])[CH3:23] |f:5.6|. Procedure: N,N-Dimethylformamide (0.3 mL) was added dropwise to a suspension of oxalyl chloride (6.6 mL, 76 mmol) and 4-chloropicolinic acid (10.0 g, 63.5 mmol) in dichloromethane (200 mL). The reaction mixture was stirred for 1 hour and additional oxalyl chloride (4 mL) and N,N-dimethylformamide (0.2 mL) was added. After a further 30 minutes, isopropanol (100 mL) was slowly added, followed by, after a further 15 minutes, solid sodium bicarbonate (12 g). The reaction mixture was diluted with 1:1 saturated ... Reactants: BrN1C(CCC1=O)=O (N-bromosuccinimide), C(C1=CC=CC=C1)OC1=CC=C(C(=C1N)F)F (6-benzyloxy-2,3-difluoro-phenylamine), O (water). Run in ClCCl (dichloromethane), ClCCl (dichloromethane). The product is C(C1=CC=CC=C1)OC1=CC(=C(C(=C1N)F)F)Br (6-Benzyloxy-4-bromo-2,3-difluoro-phenylamine). Reaction SMILES: [Br:1]N1C(=O)CCC1=O.[CH2:9]([O:16][C:17]1[C:22]([NH2:23])=[C:21]([F:24])[C:20]([F:25])=[CH:19][CH:18]=1)[C:10]1[CH:15]=[CH:14][CH:13]=[CH:12][CH:11]=1.O>ClCCl>[CH2:9]([O:16][C:17]1[C:22]([NH2:23])=[C:21]([F:24])[C:20]([F:25])=[C:19]([Br:1])[CH:18]=1)[C:10]1[CH:11]=[CH:12][CH:13]=[CH:14][CH:15]=1. Procedure details: A round bottom flask containing N-bromosuccinimide (0.52 mg, 2.93 mmol), and dichloromethane (5 mL) is stirred in an ice bath. A solution of the 6-benzyloxy-2,3-difluoro-phenylamine (0.69 mg, 2.93 mmol) in 10 mL of dichloromethane is added quickly in one portion. The resulting mixture is stirred for 20 min then water is added and the resulting mixture is extracted twice with DCM. The organic portion is dried over MgSO4, filtered and concentrated to afford the title compound, which is used direct... Reactants: COC=1C=C(C=CC1OC)C1=CC(N(C(N1)=O)C)=NC1=C(C=C(C=C1C)C)C (3,4-dihydro-6-(3,4-dimethoxyphenyl)-3-methyl-4-(2,4,6-trimethylphenylimino)-2(1H)-pyrimidinone), CC(C)([O-])C.[K+] (potassium tert-butoxide), CC(C)([O-])C.[K+] (potassium tert-butoxide), C(C)I (ethyl iodide), C(C)I (ethyl iodide), O (water). Solvent: CN(C=O)C (dimethylformamide). Reaction conditions: time 3 hour. The product is COC=1C=C(C=CC1OC)C1=CC(N(C(N1CC)=O)C)=NC1=C(C=C(C=C1C)C)C (3,4-dihydro-6-(3,4-dimethoxyphenyl)-1-ethyl-3-methyl-4-(2,4,6-tri-methylphenylimino)-2(1H)-pyrimidinone). Isolated yield 54.6%. RXN SMILES: [CH3:1][O:2][C:3]1[CH:4]=[C:5]([C:11]2[NH:16][C:15](=[O:17])[N:14]([CH3:18])[C:13](=[N:19][C:20]3[C:25]([CH3:26])=[CH:24][C:23]([CH3:27])=[CH:22][C:21]=3[CH3:28])[CH:12]=2)[CH:6]=[CH:7][C:8]=1[O:9][CH3:10].[CH3:29][C:30](C)([O-])C.[K+].C(I)C.O>CN(C)C=O>[CH3:1][O:2][C:3]1[CH:4]=[C:5]([C:11]2[N:16]([CH2:29][CH3:30])[C:15](=[O:17])[N:14]([CH3:18])[C:13](=[N:19][C:20]3[C:25]([CH3:26])=[CH:24][C:23]([CH3:27])=[CH:22][C:21]=3[CH3:28])[CH:12]=2)[CH:6]=[CH:7][C:8]=1[O:9][CH3:10] |f:1.2|. Procedure details: To a mixture of 3,4-dihydro-6-(3,4-dimethoxyphenyl)-3-methyl-4-(2,4,6-trimethylphenylimino)-2(1H)-pyrimidinone (2.73 g) and potassium tert-butoxide (1.0 g) in dimethylformamide (27 ml) was added ethyl iodide (1.2 ml) and mixture was stirred for 3 hours. Then another potassium tert-butoxide (1.1 g) and ethyl iodide (0.57 ml) were added. The mixture was stirred for more 2 hours and poured into water. The precipitate was collected by filtration and added to 1N hydrochloric acid (15 ml). The mixture... The reactants are NC=1N=CC(=NC1Br)C1=CC=C(C=C1)S(=O)(=O)N(C)C1CC1 (4-(5-amino-6-bromopyrazin-2-yl)-N-cyclopropyl-N-methylbenzenesulfonamide), CC1(OB(OC1(C)C)C=1C=C2CCNC(C2=CC1)=O)C (6-(4,4,5,5-tetramethyl-1,3,2-dioxaborolan-2-yl)-3,4-dihydroisoquinolin-1(2H)-one). Yields the product NC=1N=CC(=NC1C=1C=C2CCNC(C2=CC1)=O)C1=CC=C(C=C1)S(=O)(=O)N(C)C1CC1 (4-(5-amino-6-(1-oxo-1,2,3,4-tetrahydroisoquinolin-6-yl)pyrazin-2-yl)-N-cyclopropyl-N-methylbenzenesulfonamide). Isolated yield 85.0%. Reaction SMILES: [NH2:1][C:2]1[N:3]=[CH:4][C:5]([C:9]2[CH:14]=[CH:13][C:12]([S:15]([N:18]([CH:20]3[CH2:22][CH2:21]3)[CH3:19])(=[O:17])=[O:16])=[CH:11][CH:10]=2)=[N:6][C:7]=1Br.CC1(C)C(C)(C)OB([C:31]2[CH:32]=[C:33]3[C:38](=[CH:39][CH:40]=2)[C:37](=[O:41])[NH:36][CH2:35][CH2:34]3)O1>>[NH2:1][C:2]1[N:3]=[CH:4][C:5]([C:9]2[CH:14]=[CH:13][C:12]([S:15]([N:18]([CH:20]3[CH2:22][CH2:21]3)[CH3:19])(=[O:17])=[O:16])=[CH:11][CH:10]=2)=[N:6][C:7]=1[C:31]1[CH:32]=[C:33]2[C:38](=[CH:39][CH:40]=1)[C:37](=[O:41])[NH:36][CH2:35][CH2:34]2. Procedure details: General method C was applied to 4-(5-amino-6-bromopyrazin-2-yl)-N-cyclopropyl-N-methylbenzenesulfonamide (383 mg, 1.00 mmol) and 6-(4,4,5,5-tetramethyl-1,3,2-dioxaborolan-2-yl)-3,4-dihydroisoquinolin-1(2H)-one (300 mg, 1.1 mmol) to provide 4-(5-amino-6-(1-oxo-1,2,3,4-tetrahydroisoquinolin-6-yl)pyrazin-2-yl)-N-cyclopropyl-N-methylbenzenesulfonamide (382 mg, 85% yield) after purification by preparatory HPLC. 1H NMR (400 MHz, DMSO-d6) δ ppm 8.73 (s, 1H), 8.26 (d, J=8.5 Hz, 2H), 8.03 (br. s., 1H), 7... Starting materials: COc1ccc2nc(-c3ccc(O)cc3OC)[nH]c2c1, CS(=O)(=O)O, [Cl-]. Product: COc1ccc2nc(-c3ccc(OS(C)(=O)=O)cc3OC)[nH]c2c1. RXN SMILES: [CH3:1][O:2][c:3]1[cH:4][c:5]2[c:6]([n:7][c:8](-[c:10]3[c:11]([O:17][CH3:18])[cH:12][c:13]([OH:16])[cH:14][cH:15]3)[nH:9]2)[cH:19][cH:20]1.[CH3:22][S:23](=[O:24])(=[O:25])[OH:26].[Cl-:21]>>[CH3:1][O:2][c:3]1[cH:4][c:5]2[c:6]([n:7][c:8](-[c:10]3[c:11]([O:17][CH3:18])[cH:12][c:13]([O:16][S:23]([CH3:22])(=[O:24])=[O:25])[cH:14][cH:15]3)[nH:9]2)[cH:19][cH:20]1. Starting materials: CN(C)c1ccncc1, O=C(Cl)C1CC1, COc1ccc(NC(=O)c2cccc(C3(C#N)CC3)c2)cc1Oc1ccc2nc(N)sc2c1, O, c1ccncc1. The product is COc1ccc(NC(=O)c2cccc(C3(C#N)CC3)c2)cc1Oc1ccc2nc(NC(=O)C3CC3)sc2c1. RXN SMILES: [CH3:41][N:42]([CH3:43])[c:44]1[cH:45][cH:46][n:47][cH:48][cH:49]1.[CH:34]1([C:37](=[O:38])[Cl:39])[CH2:35][CH2:36]1.[NH2:1][c:2]1[s:3][c:4]2[c:5]([n:6]1)[cH:7][cH:8][c:9]([O:11][c:12]1[cH:13][c:14]([NH:20][C:21]([c:22]3[cH:23][c:24]([C:28]4([C:31]#[N:32])[CH2:29][CH2:30]4)[cH:25][cH:26][cH:27]3)=[O:33])[cH:15][cH:16][c:17]1[O:18][CH3:19])[cH:10]2.[OH2:40].[cH:50]1[cH:51][cH:52][n:53][cH:54][cH:55]1>>[NH:1]([c:2]1[s:3][c:4]2[c:5]([n:6]1)[cH:7][cH:8][c:9]([O:11][c:12]1[cH:13][c:14]([NH:20][C:21]([c:22]3[cH:23][c:24]([C:28]4([C:31]#[N:32])[CH2:29][CH2:30]4)[cH:25][cH:26][cH:27]3)=[O:33])[cH:15][cH:16][c:17]1[O:18][CH3:19])[cH:10]2)[C:37]([CH:34]1[CH2:35][CH2:36]1)=[O:38]. Reagents/catalysts: Cl[Pd]([P](C1=CC=CC=C1)(C2=CC=CC=C2)C3=CC=CC=C3)([P](C4=CC=CC=C4)(C5=CC=CC=C5)C6=CC=CC=C6)Cl (bis(triphenylphosphine)palladium(II) dichloride). As a reaction SMILES: [NH2:1][C:2]1[C:7]([F:8])=[C:6](Cl)[N:5]=[C:4]([C:10]([O:12][CH3:13])=[O:11])[CH:3]=1.[Cl:14][C:15]1[CH:20]=[CH:19][C:18](B(O)O)=[CH:17][C:16]=1[F:24].[F-].[Cs+]>Cl[Pd](Cl)([P](C1C=CC=CC=1)(C1C=CC=CC=1)C1C=CC=CC=1)[P](C1C=CC=CC=1)(C1C=CC=CC=1)C1C=CC=CC=1>[NH2:1][C:2]1[C:7]([F:8])=[C:6]([C:18]2[CH:19]=[CH:20][C:15]([Cl:14])=[C:16]([F:24])[CH:17]=2)[N:5]=[C:4]([C:10]([O:12][CH3:13])=[O:11])[CH:3]=1 |f:2.3,^1:29,48|. Isolated yield 71.0%. The reactants are NC1=CC(=NC(=C1F)Cl)C(=O)OC (Methyl 4-amino-6-chloro-5-fluoropicolinate), ClC1=C(C=C(C=C1)B(O)O)F ((4-chloro-3-fluorophenyl)boronic acid), [F-].[Cs+] (cesium fluoride). Product: NC1=CC(=NC(=C1F)C1=CC(=C(C=C1)Cl)F)C(=O)OC (methyl 4-amino-6-(4-chloro-3-fluorophenyl)-5-fluoropicolinate). Run at temperature 85 celsius. Procedure: Methyl 4-amino-6-chloro-5-fluoropicolinate (3.0 g, 14.66 mmol), (4-chloro-3-fluorophenyl)boronic acid (3.07 g, 17.60 mmol), bis(triphenylphosphine)palladium(II) dichloride (1.029 g, 1.466 mmol), and cesium fluoride (4.45 g, 29.3 mmol) were comined in a flask that was sealed and purged with nitrogen. Dioxane (50 ml) and Water (10.00 ml) were added and the reaction mixture was heated at 85° C. for 18 hrs. The reaction mixture was diluted with ethyl acetate and water. The organic phase was washed w... Reactants: Cl.FC=1C(=C(C=C(C1)C1=CC(=NC=C1)OC)O)C=1N=NC(=CC1)N(C1CC(NC(C1)(C)C)(C)C)C (3-Fluoro-5-(2-methoxypyridin-4-yl)-2-(6-(methyl(2,2,6,6-tetramethylpiperidin-4-yl)amino)pyridazin-3-yl)phenol hydrochloride salt), Cl.N1=CC=CC=C1 (pyridine hydrochloride), Cl (HCl). Run in CO.CS(=O)C (MeOH DMSO). Yields the product Cl.FC=1C=C(C=C(C1C=1N=NC(=CC1)N(C1CC(NC(C1)(C)C)(C)C)C)O)C1=CC(NC=C1)=O (4-(3-fluoro-5-hydroxy-4-(6-(methyl(2,2,6,6-tetramethylpiperidin-4-yl)amino)pyridazin-3-yl)phenyl)pyridin-2(1H)-one hydrochloride salt). Yield: 30.7%. Reaction SMILES: [ClH:1].[F:2][C:3]1[C:4]([C:18]2[N:19]=[N:20][C:21]([N:24]([CH3:35])[CH:25]3[CH2:30][C:29]([CH3:32])([CH3:31])[NH:28][C:27]([CH3:34])([CH3:33])[CH2:26]3)=[CH:22][CH:23]=2)=[C:5]([OH:17])[CH:6]=[C:7]([C:9]2[CH:14]=[CH:13][N:12]=[C:11]([O:15]C)[CH:10]=2)[CH:8]=1.Cl.N1C=CC=CC=1.Cl>CO.CS(C)=O>[ClH:1].[F:2][C:3]1[CH:8]=[C:7]([C:9]2[CH:14]=[CH:13][NH:12][C:11](=[O:15])[CH:10]=2)[CH:6]=[C:5]([OH:17])[C:4]=1[C:18]1[N:19]=[N:20][C:21]([N:24]([CH3:35])[CH:25]2[CH2:30][C:29]([CH3:31])([CH3:32])[NH:28][C:27]([CH3:34])([CH3:33])[CH2:26]2)=[CH:22][CH:23]=1 |f:0.1,2.3,5.6,7.8|. Procedure: 3-Fluoro-5-(2-methoxypyridin-4-yl)-2-(6-(methyl(2,2,6,6-tetramethylpiperidin-4-yl)amino)pyridazin-3-yl)phenol hydrochloride salt (Example 40-1, 10 mg, 0.02 mmol) and pyridine hydrochloride (50 mg, 0.43 mmol) were heated at 170° C. for 15 minutes in a Biotage® Initiator microwave reactor. The reaction mixture was diluted with MeOH/DMSO, and purified via reverse phase preparative HPLC (10 to 45% acetonitrile in water, 0.1% trifluoroacetic acid as modifier). The appropriate fractions containing pro... The reactants are OCC1CN(CCC1)S(=O)(=O)C1=CC=C(C=C1)C=1NC(C(C(=O)O)=CC1)=O (6-[4-(3-hydroxymethyl-1-piperidinylsulfonyl)phenyl]-1,2-dihydro-2-oxonicotinic acid), C1(CCCCC1)N=C=NC1CCCCC1 (N,N'-dicyclohexylcarbodiimide), OCCN(S(=O)(=O)C1=CC=C(C=C1)C=1NC(C(C(=O)ON2C(CCC2=O)=O)=CC1)=O)CCO (6-[4-[Bis(2-hydroxyethyl)aminosulfonyl]phenyl]-1,2-dihydro-2-oxonicotinic Acid, 2,5-Dioxo-1-pyrrolidinyl Ester). Solvent: CN(C=O)C (dimethylformamide), CN(C=O)C (dimethylformamide). The product is OCC1CN(CCC1)S(=O)(=O)C1=CC=C(C=C1)C=1NC(C(C(=O)ON2C(CCC2=O)=O)=CC1)=O (6-[4-(3-hydroxymethyl-1-piperidinylsulfonyl)phenyl]-1,2-dihydro-2-oxonicotinic acid, 2,5-dioxo-1-pyrrolidinyl ester). RXN SMILES: [OH:1][CH2:2][CH:3]1[CH2:8][CH2:7][CH2:6][N:5]([S:9]([C:12]2[CH:17]=[CH:16][C:15]([C:18]3[NH:19][C:20](=[O:27])[C:21](=[CH:25][CH:26]=3)[C:22]([OH:24])=[O:23])=[CH:14][CH:13]=2)(=[O:11])=[O:10])[CH2:4]1.C1(N=C=NC2CCCCC2)CCCCC1.OCCN(CCO)S(C1C=CC(C2NC(=O)C(=CC=2)C(O[N:63]2[C:67](=[O:68])[CH2:66][CH2:65][C:64]2=[O:69])=O)=CC=1)(=O)=O>CN(C)C=O>[OH:1][CH2:2][CH:3]1[CH2:8][CH2:7][CH2:6][N:5]([S:9]([C:12]2[CH:13]=[CH:14][C:15]([C:18]3[NH:19][C:20](=[O:27])[C:21](=[CH:25][CH:26]=3)[C:22]([O:24][N:63]3[C:67](=[O:68])[CH2:66][CH2:65][C:64]3=[O:69])=[O:23])=[CH:16][CH:17]=2)(=[O:11])=[O:10])[CH2:4]1. Procedure details: From 5.0 g. of 6-[4-(3-hydroxymethyl-1-piperidinylsulfonyl)phenyl]-1,2-dihydro-2-oxonicotinic acid in 130 ml. of dimethylformamide, and 2.89 g. of N,N'-dicyclohexylcarbodiimide in 10 ml. of dimethylformamide, following the procedure of (a) above, there is obtained 6-[4-(3-hydroxymethyl-1-piperidinylsulfonyl)phenyl]-1,2-dihydro-2-oxonicotinic acid, 2,5-dioxo-1-pyrrolidinyl ester; m.p. 201°-204° C.